Dataset: the Open Reaction Database (ORD), a public repository of structured organic reaction records. Task: describe an organic reaction: reactants, conditions, products, and yield Reactants: BrC=1C=CC(=C(C=O)C1)F (5-bromo-2-fluorobenzaldehyde), C(CO)O (ethane-1,2-diol), C1(=CC=C(C=C1)S(=O)(=O)O)C (p-toluenesulfonic acid). Solvent: C1(=CC=CC=C1)C (toluene). Yields the product BrC=1C=CC(=C(C1)C1OCCO1)F (2-(5-Bromo-2-fluoro-phenyl)-[1,3]dioxolane). Yield: 77.2%. Reaction SMILES: [Br:1][C:2]1[CH:3]=[CH:4][C:5]([F:10])=[C:6]([CH:9]=1)[CH:7]=[O:8].[CH2:11](O)[CH2:12][OH:13].C1(C)C=CC(S(O)(=O)=O)=CC=1>C1(C)C=CC=CC=1>[Br:1][C:2]1[CH:3]=[CH:4][C:5]([F:10])=[C:6]([CH:7]2[O:13][CH2:12][CH2:11][O:8]2)[CH:9]=1. Procedure: To a 3 neck round bottom flask, fitted with a Dean-Stark apparatus, was added 5-bromo-2-fluorobenzaldehyde (5 g, 24.6 mmol), ethane-1,2-diol (4.12 ml, 73.9 mmol), and p-toluenesulfonic acid (424 mg, 2.46 mmol). The resulting mixture was placed under nitrogen, dissolved in anhydrous toluene (100 ml) and heated under reflux for 18 h. After cooling, the mixture was concentrated in vacuo. The residue was diluted with EtOAc (50 ml) and the organic phase was washed with sat. NaHCO3 solution (30 ml), b... Reactants: CC1(OCCO1)C1=CC=C(O1)CN1N=CC(=N1)N (2-[5-(2-methyl-[1,3]dioxolan-2-yl)-furan-2-ylmethyl]-2H-[1,2,3]triazol-4-ylamine), C1(=CC=C(C=C1)/C=C/C(=O)O)C ((E)-3-p-tolyl-acrylic acid). Product: C(C)(=O)C1=CC=C(O1)CN1N=CC(=N1)NC(\C=C\C1=CC=C(C=C1)C)=O ((E)-N-[2-(5-Acetyl-furan-2-ylmethyl)-2H-[1,2,3]triazol-4-yl]-3-p-tolyl-acrylamide). Reaction SMILES: [CH3:1][C:2]1([C:7]2[O:11][C:10]([CH2:12][N:13]3[N:17]=[C:16]([NH2:18])[CH:15]=[N:14]3)=[CH:9][CH:8]=2)[O:6]CCO1.[C:19]1([CH3:30])[CH:24]=[CH:23][C:22](/[CH:25]=[CH:26]/[C:27](O)=[O:28])=[CH:21][CH:20]=1>>[C:2]([C:7]1[O:11][C:10]([CH2:12][N:13]2[N:17]=[C:16]([NH:18][C:27](=[O:28])/[CH:26]=[CH:25]/[C:22]3[CH:23]=[CH:24][C:19]([CH3:30])=[CH:20][CH:21]=3)[CH:15]=[N:14]2)=[CH:9][CH:8]=1)(=[O:6])[CH3:1]. Procedure: Following general procedure A followed by L, starting from 2-[5-(2-methyl-[1,3]dioxolan-2-yl)-furan-2-ylmethyl]-2H-[1,2,3]triazol-4-ylamine and (E)-3-p-tolyl-acrylic acid. Starting materials: COC1=C(CN(S(=O)(=O)C2=C(C=C(C(=C2)C)O[C@@H]2[C@H](CCCC2)C=2C(=NN(C2)C2OCCCC2)[N+](=O)[O-])F)C2=NC=NC=C2)C=CC(=C1)OC (N-(2,4-dimethoxybenzyl)-2-fluoro-5-methyl-4-({(1S*,2R*)-2-[3-nitro-1-(tetrahydro-2H-pyran-2-yl)-1H-pyrazol-4-yl]cyclohexyl}oxy)-N-(pyrimidin-4-yl)benzenesulfonamide), ClCCl (dichloromethane), C(C)[SiH](CC)CC (triethylsilane), FC(C(=O)O)(F)F (trifluoroacetic acid). Solvent: CO (methanol). Product: NC1=NNC=C1[C@@H]1[C@H](CCCC1)OC1=CC(=C(C=C1C)S(=O)(=O)NC1=NC=NC=C1)F (4-{[(1S*,2R*)-2-(3-Amino-1H-pyrazol-4-yl)cyclohexyl]oxy}-2-fluoro-5-methyl-N-(pyrimidin-4-yl)benzenesulfonamide). Isolated yield 94.2%. Reaction SMILES: COC1C=C(OC)C=CC=1C[N:6]([C:39]1[CH:44]=[CH:43][N:42]=[CH:41][N:40]=1)[S:7]([C:10]1[CH:15]=[C:14]([CH3:16])[C:13]([O:17][C@H:18]2[CH2:23][CH2:22][CH2:21][CH2:20][C@@H:19]2[C:24]2[C:25]([N+:35]([O-])=O)=[N:26][N:27](C3CCCCO3)[CH:28]=2)=[CH:12][C:11]=1[F:38])(=[O:9])=[O:8].C([SiH](CC)CC)C.FC(F)(F)C(O)=O.ClCCl>CO>[NH2:35][C:25]1[C:24]([C@H:19]2[CH2:20][CH2:21][CH2:22][CH2:23][C@@H:18]2[O:17][C:13]2[C:14]([CH3:16])=[CH:15][C:10]([S:7]([NH:6][C:39]3[CH:44]=[CH:43][N:42]=[CH:41][N:40]=3)(=[O:9])=[O:8])=[C:11]([F:38])[CH:12]=2)=[CH:28][NH:27][N:26]=1. Procedure details: The reaction and aftertreatment were conducted in the same manner as in Example 22c by using the N-(2,4-dimethoxybenzyl)-2-fluoro-5-methyl-4-({(1S*,2R*)-2-[3-nitro-1-(tetrahydro-2H-pyran-2-yl)-1H-pyrazol-4-yl]cyclohexyl}oxy)-N-(pyrimidin-4-yl)benzenesulfonamide (291 mg, 0.409 mmol) prepared in Example 68a, triethylsilane (0.10 mL), trifluoroacetic acid (1.0 mL), dichloromethane (2.0 mL) and methanol (1.0 mL), to yield the title compound (172 mg, 88%) as a pale yellow solid. Starting materials: C(C)(=O)C=1C(=C(C(=C(C1)Cl)C)C1CC(C1)=O)OC (3-(3-acetyl-5-chloro-2-methoxy-6-methylphenyl)cyclobutanone), [BH4-].[Na+] (sodium tetrahydroborate). Yields the product ClC=1C(=C(C(=C(C1)C(C)O)OC)C1CC(C1)O)C (3-[3-Chloro-5-(1-hydroxyethyl)-6-methoxy-2-methylphenyl]cyclobutanol). As a reaction SMILES: [C:1]([C:4]1[C:5]([O:17][CH3:18])=[C:6]([CH:12]2[CH2:15][C:14](=[O:16])[CH2:13]2)[C:7]([CH3:11])=[C:8]([Cl:10])[CH:9]=1)(=[O:3])[CH3:2].[BH4-].[Na+]>>[Cl:10][C:8]1[C:7]([CH3:11])=[C:6]([CH:12]2[CH2:13][CH:14]([OH:16])[CH2:15]2)[C:5]([O:17][CH3:18])=[C:4]([CH:1]([OH:3])[CH3:2])[CH:9]=1 |f:1.2|. Reported procedure: This compound was prepared according to the procedure of Example 13 step 5, using of 3-(3-acetyl-5-chloro-2-methoxy-6-methylphenyl)cyclobutanone and sodium tetrahydroborate as the starting materials. LCMS calculated for C14H19ClO3Na (M+Na)+: m/z=293.1; Found: 293.1. Reactants: CC(COC1=C(C=CC=C1)OCC(C)C)C (1,2-bis(2-methylpropoxy)benzene), [O-]S(=O)[O-].[Na+].[Na+] (Na2SO3), BrBr (Bromine). The reagents and catalysts are [Fe] (iron). The solvent is C(Cl)Cl (CH2Cl2). Conditions: time 20 hour. Product: CC(COC=1C=C(C=CC1OCC(C)C)Br)C (3,4-bis(2-methylpropoxy)bromobenzene). As a reaction SMILES: [CH3:1][CH:2]([CH3:16])[CH2:3][O:4][C:5]1[CH:10]=[CH:9][CH:8]=[CH:7][C:6]=1[O:11][CH2:12][CH:13]([CH3:15])[CH3:14].[Br:17]Br.[O-]S([O-])=O.[Na+].[Na+]>[Fe].C(Cl)Cl>[CH3:1][CH:2]([CH3:16])[CH2:3][O:4][C:5]1[CH:10]=[C:9]([Br:17])[CH:8]=[CH:7][C:6]=1[O:11][CH2:12][CH:13]([CH3:15])[CH3:14] |f:2.3.4|. Procedure details: 1,2-bis(2-methylpropoxy)benzene (359.61 g, 1.62 mol) was initially introduced with 500 ml of CH2Cl2, and a little iron powder was added. Bromine (266.88 g, 1.78 mol) (mixed with about 200 ml of CH2Cl2) was then slowly added dropwise with cooling. The batch was stirred at room temperature for about 20 hours. For work-up, the batch was stirred with aqueous Na2SO3 solution, and the iron powder was subsequently filtered off. The organic phase was then washed by shaking 2× with NaHCO3 solution, and s...